Dataset: the Open Reaction Database (ORD), a public repository of structured organic reaction records. Task: describe an organic reaction: reactants, conditions, products, and yield Starting materials: CS(=O)(=O)NC=1SC(=CN1)CC(=O)O (2-methanesulfonamidothiazol-5-ylacetic acid), CN1N=NN=C1SCC=1CS[C@H]2N(C1C(=O)O)C(C2N)=O (3-(1-methyl-1H-tetrazol-5-yl)thiomethyl-7-amino-3-cephem-4-carboxylic acid), C([O-])(O)=O.[Na+] (sodium bicarbonate), P(Cl)(Cl)(Cl)(Cl)Cl (phosphorus pentachloride), C([O-])(O)=O.[Na+] (sodium bicarbonate). Run in C(C)OCC (diethyl ether), C(Cl)Cl (methylene chloride), CC(=O)C (acetone), CCCCCC (n-hexane), CC(=O)C (acetone), O (water). Product: CN1N=NN=C1SCC=1CS[C@H]2N(C1C(=O)O)C(C2NC(CC2=CN=C(S2)NS(=O)(=O)C)=O)=O (3-(1-methyl-1H-tetrazol-5-yl)thiomethyl-7-(2-methanesulfonamidothiazol-5-yl)acetamido-3-cephem-4-carboxylic acid). Yield: 45.8%. As a reaction SMILES: [CH3:1][S:2]([NH:5][C:6]1[S:7][C:8]([CH2:11][C:12]([OH:14])=O)=[CH:9][N:10]=1)(=[O:4])=[O:3].P(Cl)(Cl)(Cl)(Cl)Cl.C(=O)(O)[O-].[Na+].[CH3:26][N:27]1[C:31]([S:32][CH2:33][C:34]2[CH2:35][S:36][C@@H:37]3[CH:44]([NH2:45])[C:43](=[O:46])[N:38]3[C:39]=2[C:40]([OH:42])=[O:41])=[N:30][N:29]=[N:28]1>CC(C)=O.O.CCCCCC.C(OCC)C.C(Cl)Cl>[CH3:26][N:27]1[C:31]([S:32][CH2:33][C:34]2[CH2:35][S:36][C@@H:37]3[CH:44]([NH:45][C:12](=[O:14])[CH2:11][C:8]4[S:7][C:6]([NH:5][S:2]([CH3:1])(=[O:3])=[O:4])=[N:10][CH:9]=4)[C:43](=[O:46])[N:38]3[C:39]=2[C:40]([OH:42])=[O:41])=[N:30][N:29]=[N:28]1 |f:2.3|. Reported procedure: To a mixture of 2-methanesulfonamidothiazol-5-ylacetic acid (1.65 g.), dried methylene chloride (40 ml.) and diethyl ether (4 ml.) was added phosphorus pentachloride (3.5 g.) under ice-cooling and stirring and the mixture was stirred for 30 minutes at the same temperature. To the mixture was added n-hexane, and the precipitated crystals were washed by decantation three times. Thus obtained crystals were gradually added to a solution, which is prepared by adding sodium bicarbonate (2.15 g.) to a ... Reactants: C1(CC1)C(CNC(=O)C1=NC(=C(N=C1C(F)(F)F)Br)C1=CC=C(C=C1)Cl)(C)O (5-bromo-6-(4-chloro-phenyl)-3-trifluoromethyl-pyrazine-2-carboxylic acid (2-cyclopropyl-2-hydroxy-propyl)-amide), C([O-])([O-])=O.[Cs+].[Cs+] (cesium carbonate). Run in C(C(F)(F)F)O (trifluoroethanol). Run at temperature 80 celsius. Yields the product C1(CC1)C(CNC(=O)C1=NC(=C(N=C1C(F)(F)F)OCC(F)(F)F)C1=CC=C(C=C1)Cl)(C)O (6-(4-chloro-phenyl)-5-(2,2,2-trifluoro-ethoxy)-3-trifluoromethyl-pyrazine-2-carboxylic acid (2-cyclopropyl-2-hydroxy-propyl)-amide). The yield is 153.9%. Reaction SMILES: [CH:1]1([C:4]([OH:28])([CH3:27])[CH2:5][NH:6][C:7]([C:9]2[C:14]([C:15]([F:18])([F:17])[F:16])=[N:13][C:12](Br)=[C:11]([C:20]3[CH:25]=[CH:24][C:23]([Cl:26])=[CH:22][CH:21]=3)[N:10]=2)=[O:8])[CH2:3][CH2:2]1.[C:29](=[O:32])([O-])[O-].[Cs+].[Cs+]>C(O)C(F)(F)F>[CH:1]1([C:4]([OH:28])([CH3:27])[CH2:5][NH:6][C:7]([C:9]2[C:14]([C:15]([F:18])([F:17])[F:16])=[N:13][C:12]([O:32][CH2:29][C:15]([F:18])([F:17])[F:16])=[C:11]([C:20]3[CH:25]=[CH:24][C:23]([Cl:26])=[CH:22][CH:21]=3)[N:10]=2)=[O:8])[CH2:3][CH2:2]1 |f:1.2.3|. Procedure: A mixture of 0.050 g 5-bromo-6-(4-chloro-phenyl)-3-trifluoromethyl-pyrazine-2-carboxylic acid (2-cyclopropyl-2-hydroxy-propyl)-amide and 0.050 g cesium carbonate in 0.5 ml trifluoroethanol was heated to 80° C. for 20 min. The reaction mixture was partitioned between 10% citric acid and ethyl acetate. The phases were separated and the organic phase was washed with brine evaporated and the crystalline residue was triturated under heptane to yield 0.040 g of the title compound as off white powder. ... Starting materials: COC(C(=CC(C1=CC=CC=C1)=O)O)=O (2-hydroxy-4-oxo-4-phenyl-but-2-enoic acid methyl ester), O.NN (hydrazine monohydrate). Run in CCO (EtOH). Yields the product C1(=CC=CC=C1)C1=NNC(=C1)C(=O)OC (Methyl 3-phenyl-1H-pyrazole-5-carboxylate). The yield is 51.2%. RXN SMILES: [CH3:1][O:2][C:3](=[O:15])[C:4](O)=[CH:5][C:6](=O)[C:7]1[CH:12]=[CH:11][CH:10]=[CH:9][CH:8]=1.O.[NH2:17][NH2:18]>CCO>[C:7]1([C:6]2[CH:5]=[C:4]([C:3]([O:2][CH3:1])=[O:15])[NH:18][N:17]=2)[CH:12]=[CH:11][CH:10]=[CH:9][CH:8]=1 |f:1.2|. Procedure: To a solution of 2-hydroxy-4-oxo-4-phenyl-but-2-enoic acid methyl ester (12.0 g, 58.2 mmol) in EtOH (30 ml) was added hydrazine monohydrate (2.84 mL, 58.2 mmol) and the mixture was heated at reflux for 5 h. The reaction mixture was cooled to room temperature and filtered in vacuo. The precipitate was washed with EtOH to give the desired product (6.02 g, 51.5% yield): MS (EI) for C11H10N2O2: 203.08 (MH+). Reactants: [Na] (Sodium), [Mg] (magnesium), C1(=C(C(=CC(=C1)C)C)OC1=C(C=C(C=C1C)C)C)C (mesityloxide), C(C)OCC (diethyl ether), [Mg] (Magnesium). Run in N (ammonia), C#C (acetylene), C#C (acetylene). Reaction conditions: time 5 hour. The product is CC(C#C)(C=C(C)C)O (3,5-dimethylhex-4-en-1-yn-3-ol), O=C(C)C=C(C)C (mesityl oxide). RXN SMILES: [Na].[Mg].[C:3]1([CH3:21])[CH:8]=[C:7]([CH3:9])[CH:6]=[C:5](C)[C:4]=1O[C:12]1[C:17]([CH3:18])=[CH:16]C(C)=C[C:13]=1[CH3:20].C([O:24]CC)C>N.C#C>[CH3:21][C:3]([OH:24])([CH:8]=[C:7]([CH3:9])[CH3:6])[C:4]#[CH:5].[O:24]=[C:13]([CH:12]=[C:17]([CH3:16])[CH3:18])[CH3:20] |^1:0|. Procedure details: Sodium (30 g.) was dissolved in liquid ammonia (1,500 ml.) and acetylene was passed through the solution until the blue color was discharged. Magnesium turnings (10 g.) were added and the mixture was stirred for 18 hours while acetylene was passed slowly through it. During this period, almost all the magnesium dissolved. A solution of mesityloxide (10.7 g.) in diethyl ether (300 ml.) was cooled to -20° to -40° C. and was added to the reaction mixture over a period of about 5 minutes. The mixture... Starting materials: ClCCCBr, O=C([O-])[O-], CCOC(=O)c1cc2cc(O)ccc2[nH]1, CCC(C)=O, [K+], [K+]. Yields the product CCOC(=O)c1cc2cc(OCCCCl)ccc2[nH]1. As a reaction SMILES: [Br:16][CH2:17][CH2:18][CH2:19][Cl:20].[C:21](=[O:22])([O-:23])[O-:24].[CH2:1]([CH3:2])[O:3][C:4](=[O:5])[c:6]1[nH:7][c:8]2[cH:9][cH:10][c:11]([OH:15])[cH:12][c:13]2[cH:14]1.[CH3:27][C:28](=[O:29])[CH2:30][CH3:31].[K+:25].[K+:26]>>[CH2:1]([CH3:2])[O:3][C:4](=[O:5])[c:6]1[nH:7][c:8]2[cH:9][cH:10][c:11]([O:15][CH2:17][CH2:18][CH2:19][Cl:20])[cH:12][c:13]2[cH:14]1. Starting materials: C1(CC1)COC1=C(C=CC(=N1)C(=O)O)N1CC(C1)(F)F (6-cyclopropylmethoxy-5-(3,3-difluoro-azetidin-1-yl)-pyridine-2-carboxylic acid), NC(C(=O)NC)(CC)CC (2-amino-2-ethyl-N-methyl-butyramide). Product: C(C)C(CC)(C(NC)=O)NC(=O)C1=NC(=C(C=C1)N1CC(C1)(F)F)OCC1CC1 (6-Cyclopropylmethoxy-5-(3,3-difluoro-azetidin-1-yl)-pyridine-2-carboxylic acid (1-ethyl-1-methylcarbamoyl-propyl)-amide). Reaction SMILES: [CH:1]1([CH2:4][O:5][C:6]2[N:11]=[C:10]([C:12]([OH:14])=O)[CH:9]=[CH:8][C:7]=2[N:15]2[CH2:18][C:17]([F:20])([F:19])[CH2:16]2)[CH2:3][CH2:2]1.[NH2:21][C:22]([CH2:29][CH3:30])([CH2:27][CH3:28])[C:23]([NH:25][CH3:26])=[O:24]>>[CH2:27]([C:22]([NH:21][C:12]([C:10]1[CH:9]=[CH:8][C:7]([N:15]2[CH2:18][C:17]([F:20])([F:19])[CH2:16]2)=[C:6]([O:5][CH2:4][CH:1]2[CH2:2][CH2:3]2)[N:11]=1)=[O:14])([C:23](=[O:24])[NH:25][CH3:26])[CH2:29][CH3:30])[CH3:28]. Procedure: The title compound was synthesized in analogy to Example 1, using 6-cyclopropylmethoxy-5-(3,3-difluoro-azetidin-1-yl)-pyridine-2-carboxylic acid (Example 69 b) and 2-amino-2-ethyl-N-methyl-butyramide (Example 70 b) as starting materials, MS (EI): m/e=411.1 [M+H]+. Starting materials: COc1cc(C(C)=O)ccc1OCCCCl, O=S(=O)(O)O. The product is CC(=O)c1ccc(OCCCCl)c(O)c1. RXN SMILES: [Cl:1][CH2:2][CH2:3][CH2:4][O:5][c:6]1[c:7]([O:15][CH3:16])[cH:8][c:9]([C:12]([CH3:13])=[O:14])[cH:10][cH:11]1.[S:17](=[O:18])(=[O:19])([OH:20])[OH:21]>>[Cl:1][CH2:2][CH2:3][CH2:4][O:5][c:6]1[c:7]([OH:15])[cH:8][c:9]([C:12]([CH3:13])=[O:14])[cH:10][cH:11]1.